Dataset: the Open Reaction Database (ORD), a public repository of structured organic reaction records. Task: describe an organic reaction: reactants, conditions, products, and yield The reactants are C[C@H](CCCCCC)OC(=O)C1=CC=C(C=C1)C1=CC=C(C=C1)C1CCC(CC1)=O (4-(4'-[(R)-2-octyl]oxycarbonyl-4-biphenylyl)cyclohexanone), [BH4-].[Na+] (sodium borohydride), Cl (hydrochloric acid). Solvent: COCCOC (1,2-dimethoxyethane), COCCOC (1,2-dimethoxyethane). Run at time 30 minute. The product is C[C@H](CCCCCC)OC(=O)C1=CC=C(C=C1)C1=CC=C(C=C1)[C@@H]1CC[C@H](CC1)O (trans-4-(4'-[(R)-2-octyl]oxycarbonyl 4-biphenylyl)cyclohexanol). As a reaction SMILES: [BH4-].[Na+].[CH3:3][C@@H:4]([O:11][C:12]([C:14]1[CH:19]=[CH:18][C:17]([C:20]2[CH:25]=[CH:24][C:23]([CH:26]3[CH2:31][CH2:30][C:29](=[O:32])[CH2:28][CH2:27]3)=[CH:22][CH:21]=2)=[CH:16][CH:15]=1)=[O:13])[CH2:5][CH2:6][CH2:7][CH2:8][CH2:9][CH3:10].Cl>COCCOC>[CH3:3][C@@H:4]([O:11][C:12]([C:14]1[CH:15]=[CH:16][C:17]([C:20]2[CH:25]=[CH:24][C:23]([C@H:26]3[CH2:27][CH2:28][C@H:29]([OH:32])[CH2:30][CH2:31]3)=[CH:22][CH:21]=2)=[CH:18][CH:19]=1)=[O:13])[CH2:5][CH2:6][CH2:7][CH2:8][CH2:9][CH3:10] |f:0.1|. Procedure: A suspension of 0.14 g of sodium borohydride in 10 ml of 1,2-dimethoxyethane was treated at 0° C. with a solution of 4-(4'-[(R)-2-octyl]oxycarbonyl-4-biphenylyl)cyclohexanone in 10 ml of 1,2-dimethoxyethane. The reaction mixture was stirred at room temperature for a further 30 minutes and then treated with 25% hydrochloric acid. The reaction mixture was extracted three times with 50 ml of diethyl ether each time. The combined organic phases were washed with sodium hydrogen carbonate solution and...